Dataset: the Open Reaction Database (ORD), a public repository of structured organic reaction records. Task: describe an organic reaction: reactants, conditions, products, and yield Starting materials: NC1=C2C(C(=CN(C2=C(C(=C1F)F)F)C1CC1)C(=O)O)=O (5-amino-1-cyclopropyl-6,7,8-trifluoro-1,4-dihydro-4-oxoquinoline-3-carboxylic acid), NC[C@@H]1CNC[C@H]1C (trans-3-aminomethyl-4-methylpyrrolidine), Example 16 ( 1 ). The solvent is CN(C=O)C (dimethylformamide). Reaction conditions: time 24 hour. Product: NC1=C2C(C(=CN(C2=C(C(=C1F)N1C[C@H]([C@@H](C1)C)CN)F)C1CC1)C(=O)O)=O (5-amino-7-(trans-3-aminomethyl-4-methyl-1-pyrrolidinyl)-1-cyclopropyl-6,8-difluoro-1,4-dihydro4-oxoquinoline-3-carboxylic acid). As a reaction SMILES: [NH2:1][C:2]1[C:11]([F:12])=[C:10](F)[C:9]([F:14])=[C:8]2[C:3]=1[C:4](=[O:21])[C:5]([C:18]([OH:20])=[O:19])=[CH:6][N:7]2[CH:15]1[CH2:17][CH2:16]1.[NH2:22][CH2:23][C@H:24]1[C@H:28]([CH3:29])[CH2:27][NH:26][CH2:25]1>CN(C)C=O>[NH2:1][C:2]1[C:11]([F:12])=[C:10]([N:26]2[CH2:27][C@@H:28]([CH3:29])[C@H:24]([CH2:23][NH2:22])[CH2:25]2)[C:9]([F:14])=[C:8]2[C:3]=1[C:4](=[O:21])[C:5]([C:18]([OH:20])=[O:19])=[CH:6][N:7]2[CH:15]1[CH2:16][CH2:17]1. Procedure: In the same manner as described in Example 16 (1), a mixture of 5-amino-1-cyclopropyl-6,7,8-trifluoro-1,4-dihydro-4-oxoquinoline-3-carboxylic acid, trans-3-aminomethyl-4-methylpyrrolidine, and dimethylformamide was stirred at room temperature for 24 hours to give 5-amino-7-(trans-3-aminomethyl-4-methyl-1-pyrrolidinyl)-1-cyclopropyl-6,8-difluoro-1,4-dihydro4-oxoquinoline-3-carboxylic acid, which was recrystallized from ethanol, m.p. 223°-225° C. Starting materials: C(CCCCC(=O)[O-])(=O)[O-].[Na+].[Na+] (Sodium adipate), solution, S(O)(O)(=O)=O (sulfuric acid), S(=O)(=O)([O-])[O-].[Na+].[Na+] (sodium sulfate). Yields the product C(CCCCC(=O)O)(=O)O (adipic acid). Yield: 97.9%. Reaction SMILES: [C:1]([O-:10])(=[O:9])[CH2:2][CH2:3][CH2:4][CH2:5][C:6]([O-:8])=[O:7].[Na+].[Na+].S(=O)(=O)(O)O.S([O-])([O-])(=O)=O.[Na+].[Na+]>>[C:1]([OH:10])(=[O:9])[CH2:2][CH2:3][CH2:4][CH2:5][C:6]([OH:8])=[O:7] |f:0.1.2,4.5.6|. Procedure details: 85 g Sodium adipate were reacted as a 10% solution (after filtration as in Example 2) analogously to Example 6 with sulfuric acid to form 64 g of adipic acid and sodium sulfate. The reactants are O=S(Cl)Cl (SOCl2), C(C1=CC=CC=C1)OC1=C(OC(=CC1=O)C(F)F)C(C)O (3-benzyloxy-6-difluoromethyl-2-(1-hydroxy-ethyl)-pyran-4-one), Cl (HCl), CCOC(=O)C (EtOAc). The reagents and catalysts are [Zn] (Zn). Run in CC#N (CH3CN), CC#N (CH3CN), hexanes. Reaction conditions: time 9 hour. Yields the product C(C1=CC=CC=C1)OC1=C(OC(=CC1=O)C(F)F)CC (3-benzyloxy-6-difluoromethyl-2-ethyl-pyran-4-one). Isolated yield 50.5%. RXN SMILES: [CH2:1]([O:8][C:9]1[C:14](=[O:15])[CH:13]=[C:12]([CH:16]([F:18])[F:17])[O:11][C:10]=1[CH:19](O)[CH3:20])[C:2]1[CH:7]=[CH:6][CH:5]=[CH:4][CH:3]=1.O=S(Cl)Cl.CCOC(C)=O.Cl>CC#N.[Zn]>[CH2:1]([O:8][C:9]1[C:14](=[O:15])[CH:13]=[C:12]([CH:16]([F:18])[F:17])[O:11][C:10]=1[CH2:19][CH3:20])[C:2]1[CH:3]=[CH:4][CH:5]=[CH:6][CH:7]=1. Reported procedure: To a solution of 3-benzyloxy-6-difluoromethyl-2-(1-hydroxy-ethyl)-pyran-4-one (1.30 g, 4.38 mmol), described in step 2 of Example 10, in CH3CN (14 mL) cooled in an ice-salt bath was added a solution of SOCl2 (0.45 mL, 5.44 mmol) in CH3CN (0.5 mL). The reaction mixture was stirred at ice-cold temperature for 9 hrs. The progress of the reaction was monitored by TLC using a mixture of hexanes and EtOAc (1/1, v/v) as eluant. Volatile materials were removed in vacuo, and ice-cold i-PrOH (15 mL) was a...